This data is from the Open Reaction Database (ORD), a public repository of structured organic reaction records. The task is: describe an organic reaction: reactants, conditions, products, and yield Reactants: CC(C)CN, COC(=O)c1sc(Br)c(Br)c1OCC(=O)O, ClCCl. Yields the product COC(=O)c1sc(Br)c(Br)c1OCC(=O)NCC(C)C. Reaction SMILES: [CH2:17]([CH:18]([CH3:19])[CH3:20])[NH2:21].[CH3:1][O:2][C:3](=[O:4])[c:5]1[s:6][c:7]([Br:16])[c:8]([Br:15])[c:9]1[O:10][CH2:11][C:12](=[O:13])[OH:14].[Cl:22][CH2:23][Cl:24]>>[CH3:1][O:2][C:3](=[O:4])[c:5]1[s:6][c:7]([Br:16])[c:8]([Br:15])[c:9]1[O:10][CH2:11][C:12](=[O:14])[NH:21][CH2:17][CH:18]([CH3:19])[CH3:20]. Starting materials: CCCC(C)=CCO, CC(=O)OC(C)=O. Product: CCCC(C)=CCOC(C)=O. RXN SMILES: [CH3:1][C:2](=[CH:3][CH2:4][OH:5])[CH2:6][CH2:7][CH3:8].[CH3:9][C:10](=[O:11])[O:12][C:13](=[O:14])[CH3:15]>>[CH3:1][C:2](=[CH:3][CH2:4][O:5][C:10]([CH3:9])=[O:11])[CH2:6][CH2:7][CH3:8].